This data is from the Open Reaction Database (ORD), a public repository of structured organic reaction records. The task is: describe an organic reaction: reactants, conditions, products, and yield Starting materials: CN(CC(=O)N1CCCC2=CC(=C(C=C12)[N+](=O)[O-])OC)C (N,N-dimethyl-2-[6-(methyloxy)-7-nitro-3,4-dihydro-1(2H)-quinolinyl]-2-oxoethanamine), [H][H] (hydrogen). The reagents and catalysts are [Pd] (palladium on carbon). Run in CO (methanol). Yields the product CN(C)CC(=O)N1CCCC2=CC(=C(C=C12)N)OC (1-[(dimethylamino)acetyl]-6-(methyloxy)-1,2,3,4-tetrahydro-7-quinolinamine). Yield: 74.7%. Reaction SMILES: [CH3:1][N:2]([CH3:21])[CH2:3][C:4]([N:6]1[C:15]2[C:10](=[CH:11][C:12]([O:19][CH3:20])=[C:13]([N+:16]([O-])=O)[CH:14]=2)[CH2:9][CH2:8][CH2:7]1)=[O:5].[H][H]>CO.[Pd]>[CH3:21][N:2]([CH2:3][C:4]([N:6]1[C:15]2[C:10](=[CH:11][C:12]([O:19][CH3:20])=[C:13]([NH2:16])[CH:14]=2)[CH2:9][CH2:8][CH2:7]1)=[O:5])[CH3:1]. Reported procedure: N,N-dimethyl-2-[6-(methyloxy)-7-nitro-3,4-dihydro-1(2H)-quinolinyl]-2-oxoethanamine (crude from previous reaction, assumed 0.91 mmol) was dissolved in methanol (5 mL), treated with 10% palladium on carbon (40 mg, Aldrich), and stirred under 60 psi of hydrogen pressure for 16 h in a Fischer-Porter apparatus. The pressure was released, the reaction vessel evacuated, and back-filled with nitrogen twice. The mixture was filtered through celite, the filtrate was concentrated and purified by chromatog...